Dataset: the Open Reaction Database (ORD), a public repository of structured organic reaction records. Task: describe an organic reaction: reactants, conditions, products, and yield The reactants are [BH4-], Cl, N#Cc1c(F)cc(CN=[N+]=[N-])cc1F, [Na+], O. Yields the product N#Cc1c(F)cc(CN)cc1F. Reaction SMILES: [BH4-:1].[ClH:17].[N:3](=[N+:4]=[N-:5])[CH2:6][c:7]1[cH:8][c:9]([F:16])[c:10]([C:11]#[N:12])[c:13]([F:15])[cH:14]1.[Na+:2].[OH2:18]>>[NH2:3][CH2:6][c:7]1[cH:8][c:9]([F:16])[c:10]([C:11]#[N:12])[c:13]([F:15])[cH:14]1.